From a dataset of the Open Reaction Database (ORD), a public repository of structured organic reaction records. describe an organic reaction: reactants, conditions, products, and yield Isolated yield 89.1%. As a reaction SMILES: [Br:1][C:2]1[CH:3]=[C:4]2[CH2:16][C@H:15]([CH3:17])[C@H:14]([CH2:18][C:19]([OH:21])=O)[N:6]3[C:7](=[O:13])[C:8](=[O:12])[NH:9][C:10]([CH:11]=1)=[C:5]23.[NH2:22][C:23]1[CH:28]=[CH:27][CH:26]=[CH:25][CH:24]=1>>[Br:1][C:2]1[CH:3]=[C:4]2[CH2:16][C@H:15]([CH3:17])[C@H:14]([CH2:18][C:19](=[O:21])[NH:22][C:23]3[CH:28]=[CH:27][CH:26]=[CH:25][CH:24]=3)[N:6]3[C:7](=[O:13])[C:8](=[O:12])[NH:9][C:10]([CH:11]=1)=[C:5]23. Reactants: BrC=1C=C2C=3N(C(C(NC3C1)=O)=O)[C@H]([C@H](C2)C)CC(=O)O (cis-9-bromo-5-carboxymethyl-6-methyl-6,7-dihydro-1H, 5H-pyrido[1,2,3-de]quinoxaline-2,3-dione), NC1=CC=CC=C1 (aniline). Product: BrC=1C=C2C=3N(C(C(NC3C1)=O)=O)[C@H]([C@H](C2)C)CC(NC2=CC=CC=C2)=O (cis-9-Bromo-6-methyl-5-phenylcarbamoylmethyl-6,7-dihydro-1H, 5H-pyrido[1,2,3-de]quinoxaline-2,3-dione). Procedure: A procedure similar to that described in Example 5 was carried out with cis-9-bromo-5-carboxymethyl-6-methyl-6,7-dihydro-1H, 5H-pyrido[1,2,3-de]quinoxaline-2,3-dione (100 mg, 0.283 mmol) and aniline (28 μL, 0.311 mmol) to give 108 mg of the title compound (89%): mp>300° C.; 1H NMR (270 MHz, DMSO-d6) δ12.03 (s, 1H), 9.89 (s, 1H), 7.45 (d, 2H, J=7.6 Hz), 7.27 (t, 2H, J=7.6 Hz), 7.19 (d, 1H, J=2 Hz), 7.17 (d, 1H, J=2 Hz), 7.02 (t, 1H, J=7.6 Hz), 5.16~5.26 (m, 1H), 2.70~2.85 (m, 2H), 2.63 (dd, 1H, J... The reactants are N[C@H](CN(C)C)C=1C=CC(=C(C#N)C1)Cl ((S)-5-(1-amino-2-(dimethylamino)ethyl)-2-chlorobenzonitrile), OC=1C2=C(N=NN1)C(=CC=C2)C(=O)N (4-hydroxybenzo[d][1,2,3]-triazine-8-carboxamide). The product is ClC1=C(C=C(C=C1)[C@@H](CN(C)C)NC=1C2=C(N=NN1)C(=CC=C2)C(=O)N)C#N ((S)-4-((1-(4-chloro-3-cyanophenyl)-2-(dimethylamino)ethyl)amino)-benzo[d][1,2,3]triazine-8-carboxamide). Reaction SMILES: [NH2:1][C@@H:2]([C:7]1[CH:8]=[CH:9][C:10]([Cl:15])=[C:11]([CH:14]=1)[C:12]#[N:13])[CH2:3][N:4]([CH3:6])[CH3:5].O[C:17]1[C:18]2[CH:26]=[CH:25][CH:24]=[C:23]([C:27]([NH2:29])=[O:28])[C:19]=2[N:20]=[N:21][N:22]=1>>[Cl:15][C:10]1[CH:9]=[CH:8][C:7]([C@H:2]([NH:1][C:17]2[C:18]3[CH:26]=[CH:25][CH:24]=[C:23]([C:27]([NH2:29])=[O:28])[C:19]=3[N:20]=[N:21][N:22]=2)[CH2:3][N:4]([CH3:6])[CH3:5])=[CH:14][C:11]=1[C:12]#[N:13]. Reported procedure: Compound 17 was prepared following general synthetic scheme 7 wherein (S)-5-(1-amino-2-(dimethylamino)ethyl)-2-chlorobenzonitrile was reacted with 4-hydroxybenzo[d][1,2,3]-triazine-8-carboxamide to give the title compound. LC-MS [397 (M+1)], 1H NMR (400 MHz, DMSO-d6): δ 9.31 (s, 1H), 8.81 (d, 1H), 8.63 (d, 1H), 8.55 (d, 1H), 8.15 (d, 1H), 8.05-8.01 (m, 2H), 7.88 (dd, 1H), 7.72 (d, 1H), 5.78 (q, 1H), 2.95-2.89 (m, 1H), 2.62-2.58 (m, 1H), 2.24 (s, 6H). Starting materials: ClC=1N=NC(=CC1)N(CC=C)CC=C (3-chloro-6-diallylaminopyridazine), C(=O)(OCC)NN (monocarbethoxyhydrazine), C([O-])([O-])=O.[Na+].[Na+] (sodium carbonate). Run in O (water). Reaction conditions: temperature 140 celsius, time 1 hour. Yields the product C(=O)(OCC)NNC=1N=NC(=CC1)N(CC=C)CC=C (3-(2-carbethoxyhydrazino)-6-diallylaminopyridazine). RXN SMILES: Cl[C:2]1[N:3]=[N:4][C:5]([N:8]([CH2:12][CH:13]=[CH2:14])[CH2:9][CH:10]=[CH2:11])=[CH:6][CH:7]=1.[C:15]([NH:20][NH2:21])([O:17][CH2:18][CH3:19])=[O:16].C(=O)([O-])[O-].[Na+].[Na+]>O>[C:15]([NH:20][NH:21][C:2]1[N:3]=[N:4][C:5]([N:8]([CH2:12][CH:13]=[CH2:14])[CH2:9][CH:10]=[CH2:11])=[CH:6][CH:7]=1)([O:17][CH2:18][CH3:19])=[O:16] |f:2.3.4|. Procedure details: A mixture of 4.18 g (0.02 moles) 3-chloro-6-diallylaminopyridazine and 4.16 g (0.04 moles) monocarbethoxyhydrazine is warmed up to 140° C and kept at this temperature for 1 hour. The mixture is taken up with cool water and sodium carbonate is added until neutral pH. It is then extracted with methylene chloride, the organic extracts collected together, dried over sodium sulphate and concentrated. The residual oil is purified by chromatography on silica gel column, eluting with a mixture of chloro... Reactants: resultant solution, O (water), Cl (HCl), C(C)(=O)C=1C=NC2=CC=C(C=C2C1N[C@@H]1CC[C@H](CC1)NC(OC(C)(C)C)=O)C1=CC(=C(C(=C1)F)O)Cl (tert-butyl (trans-4-((3-acetyl-6-(3-chloro-5-fluoro-4-hydroxyphenyl)quinolin-4-yl)amino)cyclohexyl)carbamate). The solvent is C1CCOC1 (THF). Product: N[C@@H]1CC[C@H](CC1)NC1=C(C=NC2=CC=C(C=C12)C1=CC(=C(C(=C1)F)O)Cl)C(C)=O (1-(4-((trans-4-aminocyclohexyl)amino)-6-(3-chloro-5-fluoro-4-hydroxyphenyl)quinolin-3-yl)ethanone). Isolated yield 58.7%. RXN SMILES: [C:1]([C:4]1[CH:5]=[N:6][C:7]2[C:12]([C:13]=1[NH:14][C@H:15]1[CH2:20][CH2:19][C@H:18]([NH:21]C(=O)OC(C)(C)C)[CH2:17][CH2:16]1)=[CH:11][C:10]([C:29]1[CH:34]=[C:33]([F:35])[C:32]([OH:36])=[C:31]([Cl:37])[CH:30]=1)=[CH:9][CH:8]=2)(=[O:3])[CH3:2].O.Cl>C1COCC1>[NH2:21][C@H:18]1[CH2:19][CH2:20][C@H:15]([NH:14][C:13]2[C:12]3[C:7](=[CH:8][CH:9]=[C:10]([C:29]4[CH:34]=[C:33]([F:35])[C:32]([OH:36])=[C:31]([Cl:37])[CH:30]=4)[CH:11]=3)[N:6]=[CH:5][C:4]=2[C:1](=[O:3])[CH3:2])[CH2:16][CH2:17]1. Procedure details: To a suspension of tert-butyl (trans-4-((3-acetyl-6-(3-chloro-5-fluoro-4-hydroxyphenyl)quinolin-4-yl)amino)cyclohexyl)carbamate (38 mg, 0.072 mmol) in THF (3 mL) was added water (2 mL) and 6N aqueous HCl (2 mL). The resultant solution was heated at 65° C. for 4 h. The reaction mixture was cooled and concentrated. The resultant residue was purified by preparative HPLC (C18 silica, 10-90% methanol/water with 0.05% TFA). The residue was eluted through an ion-exchange column (using methanol and 7 N ... Reactants: Mg, BrC1CC1 (bromocyclopropane), N1=C(C=CC=C1)C#N (picolinonitrile). Product: C1(CC1)C(N)C1=NC=CC=C1 (Cyclopropyl(pyridin-2-yl)methanamine). As a reaction SMILES: Br[CH:2]1[CH2:4][CH2:3]1.[N:5]1[CH:10]=[CH:9][CH:8]=[CH:7][C:6]=1[C:11]#[N:12]>>[CH:2]1([CH:11]([C:6]2[CH:7]=[CH:8][CH:9]=[CH:10][N:5]=2)[NH2:12])[CH2:4][CH2:3]1. Reported procedure: The title compound was synthesized according to method G, utilizing Mg powder (240 mg, 10 mmol), bromocyclopropane (1.21 g, 10 mmol), picolinonitrile (520 mg, 5 mmol) and The reactants are [N+](=[N-])=CC(=O)C=1OC=CC1 (2-diazo-1-(furan-2-yl)ethanone), ClC=1C(C(C(=C(C1Cl)Cl)Cl)=O)=O (3,4,5,6-tetrachlorocyclohexa-3,5-diene-1,2-dione). The solvent is C1=CC=CC=C1 (benzene). Product: O1C(=CC=C1)C(=O)C1OC2=C(O1)C(=C(C(=C2Cl)Cl)Cl)Cl (furan-2-yl(4,5,6,7-tetrachlorobenzo[d][1,3]dioxol-2-yl)methanone). The yield is 8.5%. RXN SMILES: [N+](=[CH:3][C:4]([C:6]1[O:7][CH:8]=[CH:9][CH:10]=1)=[O:5])=[N-].[Cl:11][C:12]1[C:13](=[O:22])[C:14](=[O:21])[C:15]([Cl:20])=[C:16]([Cl:19])[C:17]=1[Cl:18]>C1C=CC=CC=1>[O:7]1[CH:8]=[CH:9][CH:10]=[C:6]1[C:4]([CH:3]1[O:22][C:13]2[C:12]([Cl:11])=[C:17]([Cl:18])[C:16]([Cl:19])=[C:15]([Cl:20])[C:14]=2[O:21]1)=[O:5]. Reported procedure: 2-diazo-1-(furan-2-yl)ethanone (900 mg, 6.61 mmol) and 3,4,5,6-tetrachlorocyclohexa-3,5-diene-1,2-dione (846 mg, 10.05 mmol) were combined in dry benzene (10 ml) and refluxed vigorously for 6 hours. The solvent was evaporated to dryness, and the resulting crude material was subjected to column chromatography using 100-200 mesh range silica gel and an ethyl acetate/hexane solvent system. The crude material was a mixture of two compounds, which were separated by column chromatography. Crystallizat...